Dataset: the Open Reaction Database (ORD), a public repository of structured organic reaction records. Task: describe an organic reaction: reactants, conditions, products, and yield Reactants: CC(=O)OI1(C=2C=CC=CC2C(=O)O1)(OC(=O)C)OC(=O)C (Dess-Martin periodinane), CN(C1=CC=C2C=C3C(=C(C2=C1)C1=CC=C(C=C1)CO)C(CC3)=O)C (7-(dimethylamino)-9-(4-(hydroxymethyl)phenyl)-2,3-dihydro-1H-cyclopenta[b]naphthalen-1-one). The solvent is C(Cl)Cl (CH2Cl2), C(Cl)Cl (CH2Cl2). Run at temperature 0 celsius, time 5 minute. Product: CN(C=1C=C2C(=C3C(=CC2=CC1)CCC3=O)C3=CC=C(C=O)C=C3)C (4-(6-(dimethylamino)-3-oxo-2,3-dihydro-1H-cyclopenta[b]naphthalen-4-yl)benzaldehyde). Isolated yield 67.2%. As a reaction SMILES: CC(OI1(OC(C)=O)(OC(C)=O)OC(=O)C2C=CC=CC1=2)=O.[CH3:23][N:24]([CH3:47])[C:25]1[CH:34]=[C:33]2[C:28]([CH:29]=[C:30]3[CH2:45][CH2:44][C:43](=[O:46])[C:31]3=[C:32]2[C:35]2[CH:40]=[CH:39][C:38]([CH2:41][OH:42])=[CH:37][CH:36]=2)=[CH:27][CH:26]=1>C(Cl)Cl>[CH3:23][N:24]([CH3:47])[C:25]1[CH:34]=[C:33]2[C:28](=[CH:27][CH:26]=1)[CH:29]=[C:30]1[CH2:45][CH2:44][C:43](=[O:46])[C:31]1=[C:32]2[C:35]1[CH:36]=[CH:37][C:38]([CH:41]=[O:42])=[CH:39][CH:40]=1. Reported procedure: An oven-dried 25 mL one-necked round-bottomed flask equipped with a septum and a stir bar was charged with Dess-Martin periodinane (DMP, 0.063 g, 0.15 mmol) in dry CH2Cl2 (5 mL). The solution was cooled to 0° C. in an ice bath for 10 min, compound 15b (0.045 g, 0.14 mmol) in dry CH2Cl2 (5 mL) was added and the mixture mas stirred at 0° C. for 5 min. The reaction was then warmed to rt and stirred for an additional 15 min. The consumption of the starting material was monitored by TLC (AcOEt/n-hexa...